From a dataset of the Open Reaction Database (ORD), a public repository of structured organic reaction records. describe an organic reaction: reactants, conditions, products, and yield The reactants are CC(NC(=O)OC(C)(C)C)C(=O)N1CCC(CCn2c(Sc3cc4c(cc3Br)OCO4)nc3c(N)ncnc32)CC1, ClCCl, O=C(O)C(F)(F)F. The product is CC(N)C(=O)N1CCC(CCn2c(Sc3cc4c(cc3Br)OCO4)nc3c(N)ncnc32)CC1. RXN SMILES: [C:1]([O:2][C:3](=[O:4])[NH:7][CH:8]([C:9](=[O:10])[N:11]1[CH2:12][CH2:13][CH:14]([CH2:17][CH2:18][n:19]2[c:20]3[n:21][cH:22][n:23][c:24]([NH2:39])[c:25]3[n:26][c:27]2[S:28][c:29]2[cH:30][c:31]3[c:32]([cH:36][c:37]2[Br:38])[O:33][CH2:34][O:35]3)[CH2:15][CH2:16]1)[CH3:40])([CH3:5])([CH3:6])[CH3:41].[Cl:49][CH2:50][Cl:51].[F:42][C:43]([F:44])([F:45])[C:46]([OH:47])=[O:48]>>[NH2:7][CH:8]([C:9](=[O:10])[N:11]1[CH2:12][CH2:13][CH:14]([CH2:17][CH2:18][n:19]2[c:20]3[n:21][cH:22][n:23][c:24]([NH2:39])[c:25]3[n:26][c:27]2[S:28][c:29]2[cH:30][c:31]3[c:32]([cH:36][c:37]2[Br:38])[O:33][CH2:34][O:35]3)[CH2:15][CH2:16]1)[CH3:40].